Dataset: the Open Reaction Database (ORD), a public repository of structured organic reaction records. Task: describe an organic reaction: reactants, conditions, products, and yield The reactants are CCOC=C(S(=O)(=O)c1ccccc1)S(=O)(=O)c1ccccc1, Cc1ccccc1, CCO, CNc1ccc(Cl)cn1, Cl, C1CN=C2CCCN2C1. The product is CN(C=C(S(=O)(=O)c1ccccc1)S(=O)(=O)c1ccccc1)c1ccc(Cl)cn1. Reaction SMILES: [CH2:10]([O:11][CH:13]=[C:14]([S:15](=[O:16])(=[O:17])[c:18]1[cH:19][cH:20][cH:21][cH:22][cH:23]1)[S:24](=[O:25])(=[O:26])[c:27]1[cH:28][cH:29][cH:30][cH:31][cH:32]1)[CH3:12].[CH3:43][c:44]1[cH:45][cH:46][cH:47][cH:48][cH:49]1.[CH3:50][CH2:51][OH:52].[Cl:1][c:2]1[cH:3][cH:4][c:5]([NH:8][CH3:9])[n:6][cH:7]1.[ClH:33].[N:34]12[CH2:35][CH2:36][CH2:37][C:38]1=[N:39][CH2:40][CH2:41][CH2:42]2>>[Cl:1][c:2]1[cH:3][cH:4][c:5]([N:8]([CH3:9])[CH:13]=[C:14]([S:15](=[O:16])(=[O:17])[c:18]2[cH:19][cH:20][cH:21][cH:22][cH:23]2)[S:24](=[O:25])(=[O:26])[c:27]2[cH:28][cH:29][cH:30][cH:31][cH:32]2)[n:6][cH:7]1. Starting materials: C=CCC(Cc1c(Cl)cc(-c2ccc(F)cc2)cc1Cl)C(=O)N1C(=O)OCC1Cc1ccccc1, CSC, CO, ClCCl, O=[O+][O-]. Yields the product O=CCC(Cc1c(Cl)cc(-c2ccc(F)cc2)cc1Cl)C(=O)N1C(=O)OCC1Cc1ccccc1. As a reaction SMILES: [CH2:1]([c:2]1[cH:3][cH:4][cH:5][cH:6][cH:7]1)[CH:8]1[N:9]([C:14]([CH:15]([CH2:16][CH:17]=[CH2:18])[CH2:19][c:20]2[c:21]([Cl:34])[cH:22][c:23](-[c:27]3[cH:28][cH:29][c:30]([F:33])[cH:31][cH:32]3)[cH:24][c:25]2[Cl:26])=[O:35])[C:10](=[O:13])[O:11][CH2:12]1.[CH3:39][S:40][CH3:41].[CH3:45][OH:46].[Cl:42][CH2:43][Cl:44].[O-:36][O+:37]=[O:38]>>[CH2:1]([c:2]1[cH:3][cH:4][cH:5][cH:6][cH:7]1)[CH:8]1[N:9]([C:14]([CH:15]([CH2:16][CH:17]=[O:36])[CH2:19][c:20]2[c:21]([Cl:34])[cH:22][c:23](-[c:27]3[cH:28][cH:29][c:30]([F:33])[cH:31][cH:32]3)[cH:24][c:25]2[Cl:26])=[O:35])[C:10](=[O:13])[O:11][CH2:12]1. Reactants: Cc1nc(C(=O)O)c(C)o1, CC1(c2cc(N)ccc2F)N=C(N)OCC1(F)F. The product is Cc1nc(C(=O)Nc2ccc(F)c(C3(C)N=C(N)OCC3(F)F)c2)c(C)o1. Reaction SMILES: [CH3:19][c:20]1[o:21][c:22]([CH3:28])[c:23]([C:25](=[O:26])[OH:27])[n:24]1.[NH2:1][c:2]1[cH:3][cH:4][c:5]([F:18])[c:6]([C:8]2([CH3:17])[N:9]=[C:10]([NH2:16])[O:11][CH2:12][C:13]2([F:14])[F:15])[cH:7]1>>[NH:1]([c:2]1[cH:3][cH:4][c:5]([F:18])[c:6]([C:8]2([CH3:17])[N:9]=[C:10]([NH2:16])[O:11][CH2:12][C:13]2([F:14])[F:15])[cH:7]1)[C:25]([c:23]1[c:22]([CH3:28])[o:21][c:20]([CH3:19])[n:24]1)=[O:26].